Dataset: the Open Reaction Database (ORD), a public repository of structured organic reaction records. Task: describe an organic reaction: reactants, conditions, products, and yield Starting materials: CNC(Cc1ccccc1NC(=O)C(C)(C)C)c1cccs1, Cl. Product: CNC(Cc1ccccc1N)c1cccs1. RXN SMILES: [CH3:1][NH:2][CH:3]([CH2:4][c:5]1[c:6]([NH:11][C:12](=[O:13])[C:14]([CH3:15])([CH3:16])[CH3:17])[cH:7][cH:8][cH:9][cH:10]1)[c:18]1[s:19][cH:20][cH:21][cH:22]1.[ClH:23]>>[CH3:1][NH:2][CH:3]([CH2:4][c:5]1[c:6]([NH2:11])[cH:7][cH:8][cH:9][cH:10]1)[c:18]1[s:19][cH:20][cH:21][cH:22]1. The reactants are CO, CCOC(C)=O, CC(C)(C=O)c1ccc(F)cc1, [K+], [K+], COP(=O)(OC)C(=[N+]=[N-])C(C)=O, O=C([O-])[O-]. Product: C#CC(C)(C)c1ccc(F)cc1. As a reaction SMILES: [CH3:31][OH:32].[CH3:33][CH2:34][O:35][C:36]([CH3:37])=[O:38].[F:19][c:20]1[cH:21][cH:22][c:23]([C:26]([CH:27]=[O:28])([CH3:29])[CH3:30])[cH:24][cH:25]1.[K+:13].[K+:14].[N+:1](=[C:3]([P:2](=[O:4])([O:5][CH3:6])[O:7][CH3:8])[C:9](=[O:10])[CH3:11])=[N-:12].[O-:15][C:16]([O-:17])=[O:18]>>[CH:3]#[C:27][C:26]([c:23]1[cH:22][cH:21][c:20]([F:19])[cH:25][cH:24]1)([CH3:29])[CH3:30]. The reactants are COC=1C=C2CCC=C(C2=CC1)O[Si](C)(C)C ((6-Methoxy-3,4-dihydronaphthalen-1-yloxy)-trimethylsilane), F[B-](F)(F)F.FC([S+]1C2=C(C3=C1C=CC=C3)C=CC=C2)(F)F (5-trifluoromethyldibenzothiophenium tetrafluoroborate). The reagents and catalysts are tetrabutylammonium difluorotriphenylstannate. Run in CN(C)C=O (DMF), CN(C)C=O (DMF). Conditions: time 72 hour. Yields the product COC=1C=C2CCC(C(C2=CC1)=O)C(F)(F)F (6-Methoxy-2-trifluoromethyl-3,4-dihydro-2H-naphthalen-1-one). RXN SMILES: [CH3:1][O:2][C:3]1[CH:4]=[C:5]2[C:10](=[CH:11][CH:12]=1)[C:9]([O:13][Si](C)(C)C)=[CH:8][CH2:7][CH2:6]2.F[B-](F)(F)F.[F:23][C:24]([F:39])([F:38])[S+]1C2C=CC=CC=2C2C=CC=CC1=2>CN(C=O)C.CCCC[N+](CCCC)(CCCC)CCCC.C1C=CC([Sn-](F)(F)(C2C=CC=CC=2)C2C=CC=CC=2)=CC=1>[CH3:1][O:2][C:3]1[CH:4]=[C:5]2[C:10](=[CH:11][CH:12]=1)[C:9](=[O:13])[CH:8]([C:24]([F:39])([F:38])[F:23])[CH2:7][CH2:6]2 |f:1.2,4.5|. Procedure details: To a solution of (6-methoxy-3,4-dihydronaphthalen-1-yloxy)-trimethylsilane (3.00 g, from step A) and 5-trifluoromethyldibenzothiophenium tetrafluoroborate (5.6 g, 16.5 mmol) in DMF (20 mL) is added slowly tetrabutylammonium difluorotriphenylstannate (7.0 g, 11.1 mmol) in DMF (40 mL) by a dropping funnel. After the addition is finished, the suspension is stirred at RT for 72 h. DMF is then removed under vacuum. Water and EtOAc are added. The organic layer is dried with MgSO4, concentrated and pur... Reactants: crude product, Cl (hydrochloric acid), C(C)(C)(C)OC(=O)N1CC(C1)C=1C=C2C=CN(C2=CC1)S(=O)(=O)C1=CC(=CC=C1)C(F)(F)F (3-[1-(3-Trifluoromethyl-benzenesulfonyl)-1H-indol-5-yl]-azetidine-1-carboxylic acid tert-butyl ester), C(C)(C)(C)OC(=O)N1CC(C1)C=1C=C2C=CN(C2=CC1)S(=O)(=O)C1=CC(=CC=C1)C(F)(F)F (3-[1-(3-Trifluoromethyl-benzenesulfonyl)-1H-indol-5-yl]-azetidine-1-carboxylic acid tert-butyl ester). The solvent is CCOCC (ether), CCOCC (ether), C(=O)O (formic acid). Reaction conditions: time 2 hour. Yields the product Cl.N1CC(C1)C=1C=C2C=CN(C2=CC1)S(=O)(=O)C1=CC(=CC=C1)C(F)(F)F (5-azetidin-3-yl-1-(3-trifluoromethyl-benzenesulfonyl)-1H-indole, hydrochloride). The yield is 44.0%. Reaction SMILES: C(OC([N:8]1[CH2:11][CH:10]([C:12]2[CH:13]=[C:14]3[C:18](=[CH:19][CH:20]=2)[N:17]([S:21]([C:24]2[CH:29]=[CH:28][CH:27]=[C:26]([C:30]([F:33])([F:32])[F:31])[CH:25]=2)(=[O:23])=[O:22])[CH:16]=[CH:15]3)[CH2:9]1)=O)(C)(C)C.[ClH:34]>C(O)=O.CCOCC>[ClH:34].[NH:8]1[CH2:11][CH:10]([C:12]2[CH:13]=[C:14]3[C:18](=[CH:19][CH:20]=2)[N:17]([S:21]([C:24]2[CH:29]=[CH:28][CH:27]=[C:26]([C:30]([F:32])([F:33])[F:31])[CH:25]=2)(=[O:22])=[O:23])[CH:16]=[CH:15]3)[CH2:9]1 |f:4.5|. Procedure: 3-[1-(3-Trifluoromethyl-benzenesulfonyl)-1H-indol-5-yl]-azetidine-1-carboxylic acid tert-butyl ester (compound 13) (400 mg, 0.83 mmol) was dissolved in formic acid (4.7 ml) at 0° C. and stirred for 2 hours. The reaction mixture was evaporated to dryness at 30° C. The residue was dissolved in ethyl acetate (50 ml), and washed with a 1 molar aqueous solution of NaOH (10 ml). The organic layer was dried over magnesium sulphate, filtered, and evaporated to dryness to yield the crude product (231 mg,... Reactants: CCN(C(C)C)C(C)C, CC(C)OC(=O)Cl, ClCCl, Cc1ccc(-c2ccc(OCC3CCN(C(=O)OC(C)(C)C)CC3)cn2)c(F)n1, O=C(O)C(F)(F)F. The product is Cc1ccc(-c2ccc(OCC3CCN(C(=O)OC(C)C)CC3)cn2)c(F)n1. RXN SMILES: [CH:37]([N:38]([CH:39]([CH3:40])[CH3:41])[CH2:42][CH3:43])([CH3:44])[CH3:45].[Cl:46][C:47]([O:48][CH:49]([CH3:50])[CH3:51])=[O:52].[Cl:53][CH2:54][Cl:55].[F:1][c:2]1[n:3][c:4]([CH3:29])[cH:5][cH:6][c:7]1-[c:8]1[n:9][cH:10][c:11]([O:14][CH2:15][CH:16]2[CH2:17][CH2:18][N:19]([C:22](=[O:23])[O:24][C:25]([CH3:26])([CH3:27])[CH3:28])[CH2:20][CH2:21]2)[cH:12][cH:13]1.[F:30][C:31]([F:32])([F:33])[C:34]([OH:35])=[O:36]>>[F:1][c:2]1[n:3][c:4]([CH3:29])[cH:5][cH:6][c:7]1-[c:8]1[n:9][cH:10][c:11]([O:14][CH2:15][CH:16]2[CH2:17][CH2:18][N:19]([C:22](=[O:23])[O:24][CH:25]([CH3:26])[CH3:27])[CH2:20][CH2:21]2)[cH:12][cH:13]1. Starting materials: C1CCOC1, C[Mg]Cl, C[Si](C)(C)Cl, CC12CC=C3C4=C(CCC3C1CC=C2C(=O)C1CC1)CC(=O)CC4, [Cl-], [NH4+], O. The product is CC1CC2C3CCC4=C(CCC(=O)C4)C3=CCC2(C)C1C(=O)C1CC1. RXN SMILES: [CH2:35]1[O:36][CH2:37][CH2:38][CH2:39]1.[CH3:1][Mg:2][Cl:3].[CH3:28][Si:29]([Cl:30])([CH3:31])[CH3:32].[CH:4]1([C:7](=[O:8])[C:9]2=[CH:14][CH2:13][CH:12]3[C:10]2([CH3:11])[CH2:26][CH:25]=[C:24]2[CH:15]3[CH2:16][CH2:17][C:18]3=[C:23]2[CH2:22][CH2:21][C:20](=[O:27])[CH2:19]3)[CH2:5][CH2:6]1.[Cl-:33].[NH4+:34].[OH2:40]>>[CH:4]1([C:7](=[O:8])[CH:9]2[C:10]3([CH3:11])[CH:12]([CH2:13][CH:14]2[CH3:28])[CH:15]2[CH2:16][CH2:17][C:18]4=[C:23]([CH2:22][CH2:21][C:20](=[O:27])[CH2:19]4)[C:24]2=[CH:25][CH2:26]3)[CH2:5][CH2:6]1. Yields the product CC(C)(C)c1csc(-c2cc3cc(CCCO)ccc3o2)n1. Reaction SMILES: [Al+3:2].[C:7]([CH3:8])([CH3:9])([CH3:10])[c:11]1[n:12][c:13](-[c:16]2[o:17][c:18]3[c:19]([cH:20]2)[cH:21][c:22]([CH2:25][CH2:26][C:27](=[O:28])[O:29][CH2:30][CH3:31])[cH:23][cH:24]3)[s:14][cH:15]1.[H-:1].[H-:4].[H-:5].[H-:6].[Li+:3].[O:33]1[CH2:34][CH2:35][CH2:36][CH2:37]1.[OH2:32]>>[C:7]([CH3:8])([CH3:9])([CH3:10])[c:11]1[n:12][c:13](-[c:16]2[o:17][c:18]3[c:19]([cH:20]2)[cH:21][c:22]([CH2:25][CH2:26][CH2:27][OH:28])[cH:23][cH:24]3)[s:14][cH:15]1. Starting materials: [Al+3], CCOC(=O)CCc1ccc2oc(-c3nc(C(C)(C)C)cs3)cc2c1, [H-], [H-], [H-], [H-], [Li+], C1CCOC1, O.